From a dataset of the Open Reaction Database (ORD), a public repository of structured organic reaction records. describe an organic reaction: reactants, conditions, products, and yield The reactants are ice, OC1C=2N(C3=C(C(N1)=O)SC=C3)C=CC2 (6-hydroxy-5,6-dihydro-4-oxo-4H-pyrrolo[1,2-a]thieno[2,3-f][1,4]diazepine), [H-].[Al+3].[Li+].[H-].[H-].[H-] (lithium aluminum hydride). The solvent is ClCCl (dichloromethane), C(C)OCC (ethyl ether). Run at time 30 minute. The product is C1=CSC=2CNCC=3N(C21)C=CC3 (5,6-dihydro-4H-pyrrolo[1,2-a]thieno -[2,3-f][1,4]diazepine). Isolated yield 70.1%. RXN SMILES: O[CH:2]1[NH:8][C:7](=O)[C:6]2[S:10][CH:11]=[CH:12][C:5]=2[N:4]2[CH:13]=[CH:14][CH:15]=[C:3]12.[H-].[Al+3].[Li+].[H-].[H-].[H-]>ClCCl.C(OCC)C>[CH:12]1[C:5]2[N:4]3[CH:13]=[CH:14][CH:15]=[C:3]3[CH2:2][NH:8][CH2:7][C:6]=2[S:10][CH:11]=1 |f:1.2.3.4.5.6|. Procedure details: A solution of 5.3 g (0.024 mol) of 6-hydroxy-5,6-dihydro-4-oxo-4H-pyrrolo[1,2-a]thieno[2,3-f][1,4]diazepine in 400 ml of dichloromethane is added in small portions to a suspension of 3.66 g (0.096 mol) of lithium aluminum hydride in 20 ml of ethyl ether. The reaction mixture is stirred at room temperature for 30 minutes and then heated to reflux for 6 hours. After cooling, the solution obtained is poured onto 250 g of ice. The emulsion formed is drained and the organic phase is then separated af... Reactants: N1C(NC2=C1C=CC=C2)=O (benzimidazolinone), [I-].[K+] (potassium iodide), C(C)(C)(C)C1=CC=C(CBr)C=C1 (4-tert-butylbenzyl bromide), C([O-])([O-])=O.[K+].[K+] (potassium carbonate), Cl (hydrochloric acid). Run in CN(C)C=O (DMF), O (H2O), O (H2O). Conditions: temperature 75 celsius. Yields the product C(C)(C)(C)C1=CC=C(CN2C(N(C3=C2C=CC=C3)CC3=CC=C(C=C3)C(C)(C)C)=O)C=C1 (1,3-bis(4-tert-butylbenzyl)-1,3-dihydrobenzimidazol-2-one). Yield: 43.1%. RXN SMILES: [NH:1]1[C:5]2[CH:6]=[CH:7][CH:8]=[CH:9][C:4]=2[NH:3][C:2]1=O.[C:11]([C:15]1[CH:22]=[CH:21][C:18]([CH2:19]Br)=[CH:17][CH:16]=1)([CH3:14])([CH3:13])[CH3:12].[C:23](=[O:26])([O-])[O-].[K+].[K+].[I-].[K+].Cl>O.CN(C=O)C>[C:11]([C:15]1[CH:22]=[CH:21][C:18]([CH2:19][N:1]2[C:5]3[CH:6]=[CH:7][CH:8]=[CH:9][C:4]=3[N:3]([CH2:2][C:18]3[CH:21]=[CH:22][C:15]([C:11]([CH3:14])([CH3:13])[CH3:12])=[CH:16][CH:17]=3)[C:23]2=[O:26])=[CH:17][CH:16]=1)([CH3:14])([CH3:13])[CH3:12] |f:2.3.4,5.6|. Procedure: To a solution of benzimidazolinone (1.5 g, 11.2 mmol) in abs. DMF (25 mL) there were added 4-tert-butylbenzyl bromide (1.8 mL, 9.8 mmol), potassium carbonate (2.76 g, 20 mmol), and a catalytic amount of potassium iodide under a blanket of argon. The reaction mixture was heated to 75° C. over a period of 2 h. Following cooling, the reaction mixture was poured into a solution of H2O (200 mL) and 2N hydrochloric acid solution in H2O (10 mL). The resulting mixture was extracted with EtOAc (5×40 mL),... The reactants are OC(c1ccc(Br)cc1)(C(F)(F)F)C(F)(F)F, COc1cc(CC2CN(S(=O)(=O)c3cccs3)CCN2)ccn1, CC(C)(C)[O-], Cc1ccccc1, [Cl-], [NH4+], [Na+], O=C(C=Cc1ccccc1)C=Cc1ccccc1, O=C(C=Cc1ccccc1)C=Cc1ccccc1, O=C(C=Cc1ccccc1)C=Cc1ccccc1, [Pd], [Pd]. Yields the product COc1cc(CC2CN(S(=O)(=O)c3cccs3)CCN2c2ccc(C(O)(C(F)(F)F)C(F)(F)F)cc2)ccn1. RXN SMILES: [Br:24][c:25]1[cH:26][cH:27][c:28]([C:31]([C:32]([F:33])([F:34])[F:35])([C:36]([F:37])([F:38])[F:39])[OH:40])[cH:29][cH:30]1.[CH3:1][O:2][c:3]1[n:4][cH:5][cH:6][c:7]([CH2:9][CH:10]2[CH2:11][N:12]([S:16](=[O:17])(=[O:18])[c:19]3[s:20][cH:21][cH:22][cH:23]3)[CH2:13][CH2:14][NH:15]2)[cH:8]1.[CH3:41][C:42]([CH3:43])([O-:44])[CH3:45].[CH3:47][c:48]1[cH:49][cH:50][cH:51][cH:52][cH:53]1.[Cl-:54].[NH4+:55].[Na+:46].[O:58]=[C:59]([CH:60]=[CH:61][c:62]1[cH:63][cH:64][cH:65][cH:66][cH:67]1)[CH:68]=[CH:69][c:70]1[cH:71][cH:72][cH:73][cH:74][cH:75]1.[O:76]=[C:77]([CH:78]=[CH:79][c:80]1[cH:81][cH:82][cH:83][cH:84][cH:85]1)[CH:86]=[CH:87][c:88]1[cH:89][cH:90][cH:91][cH:92][cH:93]1.[O:94]=[C:95]([CH:96]=[CH:97][c:98]1[cH:99][cH:100][cH:101][cH:102][cH:103]1)[CH:104]=[CH:105][c:106]1[cH:107][cH:108][cH:109][cH:110][cH:111]1.[Pd:56].[Pd:57]>>[CH3:1][O:2][c:3]1[n:4][cH:5][cH:6][c:7]([CH2:9][CH:10]2[CH2:11][N:12]([S:16](=[O:17])(=[O:18])[c:19]3[s:20][cH:21][cH:22][cH:23]3)[CH2:13][CH2:14][N:15]2[c:25]2[cH:26][cH:27][c:28]([C:31]([C:32]([F:33])([F:34])[F:35])([C:36]([F:37])([F:38])[F:39])[OH:40])[cH:29][cH:30]2)[cH:8]1. The reactants are BrCC=1C=CC2=C(C(=C(O2)[N+](=O)[O-])C2=CC=CC=C2)C1 (5-bromomethyl-2-nitro-3-phenylbenzofuran), C(C)N(CC)CCCN (3-(N,N-diethylamino)propylamine). Run in C(C)O (ethanol). The product is C(C)N(CC)CCCNCC=1C=CC2=C(C(=C(O2)[N+](=O)[O-])C2=CC=CC=C2)C1 (5-[3-(N,N-diethylamino)propylaminomethyl]-2-nitro-3-phenylbenzofuran). Reaction SMILES: Br[CH2:2][C:3]1[CH:4]=[CH:5][C:6]2[O:10][C:9]([N+:11]([O-:13])=[O:12])=[C:8]([C:14]3[CH:19]=[CH:18][CH:17]=[CH:16][CH:15]=3)[C:7]=2[CH:20]=1.[CH2:21]([N:23]([CH2:26][CH2:27][CH2:28][NH2:29])[CH2:24][CH3:25])[CH3:22]>C(O)C>[CH2:21]([N:23]([CH2:26][CH2:27][CH2:28][NH:29][CH2:2][C:3]1[CH:4]=[CH:5][C:6]2[O:10][C:9]([N+:11]([O-:13])=[O:12])=[C:8]([C:14]3[CH:19]=[CH:18][CH:17]=[CH:16][CH:15]=3)[C:7]=2[CH:20]=1)[CH2:24][CH3:25])[CH3:22]. Reported procedure: Using the method of Example 1, 5-bromomethyl-2-nitro-3-phenylbenzofuran is reacted with 3-(N,N-diethylamino)propylamine in ethanol to provide light tan crystals of 5-[3-(N,N-diethylamino)propylaminomethyl]-2-nitro-3-phenylbenzofuran dihydrochloridemonohydrate, m.p. 143°-150° C., having the structure ##STR10## The reactants are COC1=C(C=CC(=C1)C)O (2-methoxy-4-methylphenol). Run in C(Cl)Cl (CH2Cl2), C(Cl)Cl (CH2Cl2), O (H2O). Conditions: temperature 0 celsius, time 1 hour. Yields the product COC1=C(C(=CC(=C1)C)C=1C(=C(C=C(C1)C)OC)O)O (3,3′-dimethoxy-5,5′-dimethyl-[1,1′-biphenyl]-2,2′-diol). Isolated yield 60.5%. RXN SMILES: [CH3:1][O:2][C:3]1[CH:8]=[C:7]([CH3:9])[CH:6]=[CH:5][C:4]=1[OH:10]>C(Cl)Cl.O>[CH3:1][O:2][C:3]1[CH:8]=[C:7]([CH3:9])[CH:6]=[C:5]([C:5]2[C:4]([OH:10])=[C:3]([O:2][CH3:1])[CH:8]=[C:7]([CH3:9])[CH:6]=2)[C:4]=1[OH:10]. Procedure: Bu3MeNMnO4 (10.9 g, 34.1 mmol) was dissolved in CH2Cl2 (250 mL) placed in an ice bath and allowed to cool. Then 2-methoxy-4-methylphenol (9.95 g, 72.0 mmol) was added dropwise to the CH2Cl2 solution and allowed to react with stirring for 1 h at 0° C. under N2. The reaction mixture was diluted with H2O (˜200 mL) and the mixture stirred for an additional 30 min. The mixture was filtered through a glass-wool plug to remove the MnO2 and the organic layer separated. The organic layer was washed with ... Starting materials: FC1=C(C=C(C=C1)F)C1CC(CC(C1)=O)=O (5-(2,5-difluorophenyl)cyclohexane-1,3-dione), C(C)(=O)[O-].[NH4+] (ammonium acetate). The solvent is C(C)O (ethanol). Product: NC1CC(CC(C1)C1=C(C=CC(=C1)F)F)=O (1-amino-5-(2,5-difluorophenyl)cyclohexan-3-one). Isolated yield 92.1%. Reaction SMILES: [F:1][C:2]1[CH:7]=[CH:6][C:5]([F:8])=[CH:4][C:3]=1[CH:9]1[CH2:14][C:13](=O)[CH2:12][C:11](=[O:16])[CH2:10]1.C([O-])(=O)C.[NH4+:21]>C(O)C>[NH2:21][CH:13]1[CH2:14][CH:9]([C:3]2[CH:4]=[C:5]([F:8])[CH:6]=[CH:7][C:2]=2[F:1])[CH2:10][C:11](=[O:16])[CH2:12]1 |f:1.2|. Procedure: A solution of 5-(2,5-difluorophenyl)cyclohexane-1,3-dione (4.0 g) and ammonium acetate (4.1 g) in ethanol (60 ml) was heated under reflux for 12 hours. The reaction mixture was concentrated under reduced pressure, and the residue was washed with water and dried to obtain 1-amino-5-(2,5-difluorophenyl)cyclohexan-3-one (3.7 g). Reactants: ClC1=C(C(=C(C=C1OC)OC)Cl)NC1=NC=CN=C1C1=NC=NC(=C1)S(=O)C ((2,6-Dichloro-3,5-dimethoxy-phenyl)-[3-(6-methanesulfinyl-pyrimidin-4-yl)-pyrazin-2-yl]-amine), N.CC(C)O (ammonia 2-propanol). Run at temperature 100 celsius, time 8 hour. Product: ClC1=C(C(=C(C=C1OC)OC)Cl)NC=1C(=NC=CN1)C1=CC(=NC=N1)N (6-[3-(2,6-Dichloro-3,5-dimethoxy-phenylamino)-pyrazin-2-yl]-pyrimidin-4-ylamine). Reaction SMILES: [Cl:1][C:2]1[C:7]([O:8][CH3:9])=[CH:6][C:5]([O:10][CH3:11])=[C:4]([Cl:12])[C:3]=1[NH:13][C:14]1[C:19]([C:20]2[CH:25]=[C:24](S(C)=O)[N:23]=[CH:22][N:21]=2)=[N:18][CH:17]=[CH:16][N:15]=1.[NH3:29].CC(O)C>>[Cl:1][C:2]1[C:7]([O:8][CH3:9])=[CH:6][C:5]([O:10][CH3:11])=[C:4]([Cl:12])[C:3]=1[NH:13][C:14]1[C:19]([C:20]2[N:21]=[CH:22][N:23]=[C:24]([NH2:29])[CH:25]=2)=[N:18][CH:17]=[CH:16][N:15]=1 |f:1.2|. Procedure details: (2,6-Dichloro-3,5-dimethoxy-phenyl)-[3-(6-methanesulfinyl-pyrimidin-4-yl)-pyrazin-2-yl]-amine 7 (200 mg, 0.414 mmol) is suspended in ammonia/2-propanol solution (2M, 3 mL, 6 mmol) in a sealed tube. After stirring at 100° C. overnight, the reaction is cooled to room temperature. The light yellow solid is collected by filtration, washed with water and 2-propanol, and dried to afford the desired product (6-[3-(2,6-dichloro-3,5-dimethoxy-phenylamino)-pyrazin-2-yl]-pyrimidin-4-ylamine (40). The filtr...